This data is from the Open Reaction Database (ORD), a public repository of structured organic reaction records. The task is: describe an organic reaction: reactants, conditions, products, and yield The reactants are BrC1=CC2=C(N1C(C)C)C(N(C2=O)C=2N(N=C(C2F)C)C)C2=CC=C(C#N)C=C2 (4-[2-bromo-5-(4-fluoro-2,5-dimethyl-2H-pyrazol-3-yl)-1-isopropyl-4-oxo-1,4,5,6-tetrahydro-pyrrolo[3,4-b]pyrrol-6-yl]-benzonitrile), COC1=NC(=NC=C1B1OC(C(O1)(C)C)(C)C)N (4-methoxy-5-(4,4,5,5-tetramethyl-[1,3,2]dioxaborolan-2-yl)-pyrimidin-2-ylamine), COC1=NC=C(C(=N1)OC)B(O)O (2,4-dimethoxypyrimidine-5-boronic acid), BrC1=CC2=C(N1C(C)C)C(N(C2=O)C2=C(C=CC(=C2)Cl)C)C2=CC=C(C=C2)Cl (2-bromo-5-(5-chloro-2-methyl-phenyl)-6-(4-chloro-phenyl)-1-isopropyl-5,6-dihydro-1H-pyrrolo[3,4-b]pyrrol-4-one). Yields the product COC1=NC=C(C(=N1)OC)C1=CC2=C(N1C(C)C)C(N(C2=O)C=2N(N=C(C2F)C)C)C2=CC=C(C#N)C=C2 (4-[2-(2,4-Dimethoxy-pyrimidin-5-yl)-5-(4-fluoro-2,5-dimethyl-2H-pyrazol-3-yl)-1-isopropyl-4-oxo-1,4,5,6-tetrahydro-pyrrolo[3,4-b]pyrrol-6-yl]-benzonitrile). RXN SMILES: Br[C:2]1[N:6]([CH:7]([CH3:9])[CH3:8])[C:5]2[CH:10]([C:22]3[CH:29]=[CH:28][C:25]([C:26]#[N:27])=[CH:24][CH:23]=3)[N:11]([C:14]3[N:15]([CH3:21])[N:16]=[C:17]([CH3:20])[C:18]=3[F:19])[C:12](=[O:13])[C:4]=2[CH:3]=1.[CH3:30][O:31][C:32]1[N:37]=[C:36]([O:38][CH3:39])[C:35](B(O)O)=[CH:34][N:33]=1.BrC1N(C(C)C)C2C(C3C=CC(Cl)=CC=3)N(C3C=C(Cl)C=CC=3C)C(=O)C=2C=1.COC1C(B2OC(C)(C)C(C)(C)O2)=CN=C(N)N=1>>[CH3:30][O:31][C:32]1[N:37]=[C:36]([O:38][CH3:39])[C:35]([C:2]2[N:6]([CH:7]([CH3:8])[CH3:9])[C:5]3[CH:10]([C:22]4[CH:23]=[CH:24][C:25]([C:26]#[N:27])=[CH:28][CH:29]=4)[N:11]([C:14]4[N:15]([CH3:21])[N:16]=[C:17]([CH3:20])[C:18]=4[F:19])[C:12](=[O:13])[C:4]=3[CH:3]=2)=[CH:34][N:33]=1. Procedure details: The title compound was prepared in analogy to the procedure described for Example 25 but 4-[2-bromo-5-(4-fluoro-2,5-dimethyl-2H-pyrazol-3-yl)-1-isopropyl-4-oxo-1,4,5,6-tetrahydro-pyrrolo[3,4-b]pyrrol-6-yl]-benzonitrile (Intermediate BJ) and 2,4-dimethoxypyrimidine-5-boronic acid were used instead of 2-bromo-5-(5-chloro-2-methyl-phenyl)-6-(4-chloro-phenyl)-1-isopropyl-5,6-dihydro-1H-pyrrolo[3,4-b]pyrrol-4-one and 4-methoxy-5-(4,4,5,5-tetramethyl-[1,3,2]dioxaborolan-2-yl)-pyrimidin-2-ylamine respe... Starting materials: FC=1C=NC=CC1C=1OC2=C(N1)C=C(C=C2)C(F)(F)F (2-(3-fluoropyridin-4-yl)-5-(trifluoromethyl)benzoxazole), CC(C)O (2-propanol), [H-].[Na+] (sodium hydride). Solvent: O (Water). Run at time 1.5 hour. The product is C(C)(C)OC=1C=NC=CC1C=1OC2=C(N1)C=C(C=C2)C(F)(F)F (2-(3-isopropoxypyridin-4-yl)-5-(trifluoromethyl)benzoxazole). RXN SMILES: F[C:2]1[CH:3]=[N:4][CH:5]=[CH:6][C:7]=1[C:8]1[O:9][C:10]2[CH:16]=[CH:15][C:14]([C:17]([F:20])([F:19])[F:18])=[CH:13][C:11]=2[N:12]=1.[CH3:21][CH:22]([OH:24])[CH3:23].[H-].[Na+]>O>[CH:22]([O:24][C:2]1[CH:3]=[N:4][CH:5]=[CH:6][C:7]=1[C:8]1[O:9][C:10]2[CH:16]=[CH:15][C:14]([C:17]([F:20])([F:19])[F:18])=[CH:13][C:11]=2[N:12]=1)([CH3:23])[CH3:21] |f:2.3|. Reported procedure: To a mixture of 0.28 g of 2-(3-fluoropyridin-4-yl)-5-(trifluoromethyl)benzoxazole and 3 ml of 2-propanol, 52 mg of 60% sodium hydride (in oil) was added while ice-cooling. The mixture was stirred for 1.5 hours and then heated to room temperature and stirred for 1.5 hours. Water was added to the reaction mixture, followed by extraction with ethyl acetate twice. The combined organic layers were washed with a saturated sodium chloride solution, dried over anhydrous magnesium sulfate, and concentrat...